This data is from the Open Reaction Database (ORD), a public repository of structured organic reaction records. The task is: describe an organic reaction: reactants, conditions, products, and yield Starting materials: CCOC(=O)C12CC1C=CCCCCN(C)C(=O)C1CC(Oc3cc(-c4cccc(C(C)C)n4)nc4c(C)c(OC)ccc34)CC1C(=O)N2, C1CCOC1, CC(=O)O, CO, [Li+], [OH-], O. The product is COc1ccc2c(OC3CC4C(=O)NC5(C(=O)O)CC5C=CCCCCN(C)C(=O)C4C3)cc(-c3cccc(C(C)C)n3)nc2c1C. Reaction SMILES: [CH2:3]([CH3:4])[O:5][C:6](=[O:7])[C:8]12[NH:9][C:10](=[O:51])[CH:11]3[CH2:12][CH:13]([O:28][c:29]4[cH:30][c:31](-[c:42]5[n:43][c:44]([CH:48]([CH3:49])[CH3:50])[cH:45][cH:46][cH:47]5)[n:32][c:33]5[c:34]([CH3:41])[c:35]([O:39][CH3:40])[cH:36][cH:37][c:38]45)[CH2:14][CH:15]3[C:16](=[O:27])[N:17]([CH3:26])[CH2:18][CH2:19][CH2:20][CH2:21][CH:22]=[CH:23][CH:24]1[CH2:25]2.[CH2:59]1[O:60][CH2:61][CH2:62][CH2:63]1.[CH3:52][C:53](=[O:54])[OH:55].[CH3:57][OH:58].[Li+:2].[OH-:1].[OH2:56]>>[O:5]=[C:6]([OH:7])[C:8]12[NH:9][C:10](=[O:51])[CH:11]3[CH2:12][CH:13]([O:28][c:29]4[cH:30][c:31](-[c:42]5[n:43][c:44]([CH:48]([CH3:49])[CH3:50])[cH:45][cH:46][cH:47]5)[n:32][c:33]5[c:34]([CH3:41])[c:35]([O:39][CH3:40])[cH:36][cH:37][c:38]45)[CH2:14][CH:15]3[C:16](=[O:27])[N:17]([CH3:26])[CH2:18][CH2:19][CH2:20][CH2:21][CH:22]=[CH:23][CH:24]1[CH2:25]2. Reactants: NC1=C(C=CC=C1)NC(=O)C1CN(C1)C1=NC(=NC(=C1)N1N=C(N=C1C)C)C (N-(2-Aminophenyl)-1-(6-(3,5-dimethyl-1H-1,2,4-triazol-1-yl)-2-methylpyrimidin-4-yl)azetidine-3-carboxamide). Run in C(C)(=O)O (acetic acid). Reaction conditions: temperature 100 celsius. The product is CC1=NN(C(=N1)C)C1=CC(=NC(=N1)C)N1CC(C1)C1=NC2=C(N1)C=CC=C2 (2-(1-(6-(3,5-Dimethyl-1H-1,2,4-triazol-1-yl)-2-methylpyrimidin-4-yl)azetidin-3-yl)-1H-benzo[d]imidazole). Reaction SMILES: [NH2:1][C:2]1[CH:7]=[CH:6][CH:5]=[CH:4][C:3]=1[NH:8][C:9]([CH:11]1[CH2:14][N:13]([C:15]2[CH:20]=[C:19]([N:21]3[C:25]([CH3:26])=[N:24][C:23]([CH3:27])=[N:22]3)[N:18]=[C:17]([CH3:28])[N:16]=2)[CH2:12]1)=O>C(O)(=O)C>[CH3:27][C:23]1[N:24]=[C:25]([CH3:26])[N:21]([C:19]2[N:18]=[C:17]([CH3:28])[N:16]=[C:15]([N:13]3[CH2:14][CH:11]([C:9]4[NH:8][C:3]5[CH:4]=[CH:5][CH:6]=[CH:7][C:2]=5[N:1]=4)[CH2:12]3)[CH:20]=2)[N:22]=1. Procedure details: Compound 107-3 (175 mg, 0.462 mmol) was dissolved in acetic acid (10 mL) and heated at 100° C. for 18 h. The mixture was cooled to room temperature, the solvent was removed in vacuo, and the residue was purified by silica gel chromatography (0-100% EtOAc (containing 10% MeOH)/hexanes), providing Example 107 as a light yellow solid. 1H NMR: (400 MHz, CDCl3) δ 9.93 (br s, 1H), 7.62-7.60 (m, 2H), 7.29-7.26 (m, 2H), 6.30 (s, 1H), 4.62-4.52 br m, 2H), 4.40-4.30 (br m, 3H), 2.84 (s, 3H), 2.50 (s, 3H),... Reactants: CN(N=C(C1=C(C=CC=C1Cl)Cl)Cl)S(=O)(=O)C1=CC=CC=C1 (N-methyl-N-phenylsulfonyl-2,6-dichloro-benzohydrazonoyl chloride), ClC1=NC=CC=C1C#N (2-chloro-3-cyanopyridine), [Cl-].[Al+3].[Cl-].[Cl-] (aluminum chloride). Run in C1=CC(=CC=C1Cl)Cl (dichlorobenzene). Product: ClC1=C(C(=CC=C1)Cl)C1=NN(C(=N1)C=1C(=NC=CC1)Cl)C (3-(2,6-dichlorophenyl)-5-(2-chloropyridin-3-yl)-1-methyl-1H-1,2,4-triazole). The yield is 37.3%. RXN SMILES: [CH3:1][N:2](S(C1C=CC=CC=1)(=O)=O)[N:3]=[C:4](Cl)[C:5]1[C:10]([Cl:11])=[CH:9][CH:8]=[CH:7][C:6]=1[Cl:12].[Cl:23][C:24]1[C:29]([C:30]#[N:31])=[CH:28][CH:27]=[CH:26][N:25]=1.[Cl-].[Al+3].[Cl-].[Cl-]>C1C(Cl)=CC=C(Cl)C=1>[Cl:11][C:10]1[CH:9]=[CH:8][CH:7]=[C:6]([Cl:12])[C:5]=1[C:4]1[N:31]=[C:30]([C:29]2[C:24]([Cl:23])=[N:25][CH:26]=[CH:27][CH:28]=2)[N:2]([CH3:1])[N:3]=1 |f:2.3.4.5|. Procedure: In 50 ml of dichlorobenzene were dissolved 5.7 g of N-methyl-N-phenylsulfonyl-2,6-dichloro-benzohydrazonoyl chloride and 2.3 g of 2-chloro-3-cyanopyridine, to which was added 2.2 g of anhydrous aluminum chloride at room temperature with stirring. The resulting solution was raised to 120°-140° C. in an oil bath and stirred for 4 hours. After the completion of the reaction, the reaction solution was washed with a diluted alkali solution and further with a diluted hydrochloric acid solution. After ... Reactants: CC(=O)OC(C)=O, CC(C)OC(C)C, O=CO, CCCON=C(C(=O)O)c1csc(N)n1. Product: CCCON=C(C(=O)O)c1csc(NC=O)n1. Reaction SMILES: [CH3:16][C:17](=[O:18])[O:19][C:20](=[O:21])[CH3:22].[CH:23]([O:24][CH:25]([CH3:26])[CH3:27])([CH3:28])[CH3:29].[CH:30]([OH:31])=[O:32].[NH2:1][c:2]1[s:3][cH:4][c:5]([C:7]([C:8](=[O:9])[OH:10])=[N:11][O:12][CH2:13][CH2:14][CH3:15])[n:6]1>>[NH:1]([c:2]1[s:3][cH:4][c:5]([C:7]([C:8](=[O:9])[OH:10])=[N:11][O:12][CH2:13][CH2:14][CH3:15])[n:6]1)[CH:17]=[O:18]. Reactants: [BH4-], CCOC(=O)C1CN(C(C)=O)CCC1N1CCc2ccccc21, CCOC(C)=O, CCO, [Na+], O. The product is CC(=O)N1CCC(N2CCc3ccccc32)C(CO)C1. RXN SMILES: [BH4-:24].[C:1]([CH3:2])(=[O:3])[N:4]1[CH2:5][CH:6]([C:19](=[O:20])[O:21][CH2:22][CH3:23])[CH:7]([N:10]2[CH2:11][CH2:12][c:13]3[cH:14][cH:15][cH:16][cH:17][c:18]32)[CH2:8][CH2:9]1.[CH3:26][CH2:27][O:28][C:29](=[O:30])[CH3:31].[CH3:33][CH2:34][OH:35].[Na+:25].[OH2:32]>>[C:1]([CH3:2])(=[O:3])[N:4]1[CH2:5][CH:6]([CH2:19][OH:20])[CH:7]([N:10]2[CH2:11][CH2:12][c:13]3[cH:14][cH:15][cH:16][cH:17][c:18]32)[CH2:8][CH2:9]1. Reactants: F[B-](F)(F)F, O=C(O)CCC(=O)c1ccc(Cl)c(Cl)c1, O=C1Nc2ccccc2CN1C1CCNCC1, CN(C)C(On1nnc2ccccc21)=[N+](C)C. Yields the product O=C(CCC(=O)N1CCC(N2Cc3ccccc3NC2=O)CC1)c1ccc(Cl)c(Cl)c1. As a reaction SMILES: [B-:33]([F:34])([F:35])([F:36])[F:37].[Cl:1][c:2]1[cH:3][c:4]([C:9]([CH2:10][CH2:11][C:12](=[O:13])[OH:14])=[O:15])[cH:5][cH:6][c:7]1[Cl:8].[NH:16]1[CH2:17][CH2:18][CH:19]([N:22]2[C:23](=[O:32])[NH:24][c:25]3[cH:26][cH:27][cH:28][cH:29][c:30]3[CH2:31]2)[CH2:20][CH2:21]1.[n:38]1([O:39][C:40]([N:41]([CH3:42])[CH3:43])=[N+:44]([CH3:45])[CH3:46])[c:47]2[cH:48][cH:49][cH:50][cH:51][c:52]2[n:53][n:54]1>>[Cl:1][c:2]1[cH:3][c:4]([C:9]([CH2:10][CH2:11][C:12](=[O:14])[N:16]2[CH2:17][CH2:18][CH:19]([N:22]3[C:23](=[O:32])[NH:24][c:25]4[cH:26][cH:27][cH:28][cH:29][c:30]4[CH2:31]3)[CH2:20][CH2:21]2)=[O:15])[cH:5][cH:6][c:7]1[Cl:8]. The reactants are [Cl-], ClC(Cl)Cl, [Cu]I, COc1ccnc2c1c(I)c1ccnc(NS(=O)(=O)c3ccc(C)cc3)n12, [Li+], C1COCCO1, O=C(C=Cc1ccccc1)C=Cc1ccccc1, O=C(C=Cc1ccccc1)C=Cc1ccccc1, O=C(C=Cc1ccccc1)C=Cc1ccccc1, [Pd], [Pd], [SnH3], c1ccc(P(c2ccccc2)c2ccccc2)cc1. The product is COc1ccnc2c1cc1ccnc(NS(=O)(=O)c3ccc(C)cc3)n12. RXN SMILES: [Cl-:48].[Cl:112][CH:113]([Cl:114])[Cl:115].[Cu:116][I:117].[I:1][c:2]1[c:3]2[c:4]([n:5]3[c:6]([NH:11][S:12](=[O:13])(=[O:14])[c:15]4[cH:16][cH:17][c:18]([CH3:19])[cH:20][cH:21]4)[n:7][cH:8][cH:9][c:10]13)[n:22][cH:23][cH:24][c:25]2[O:26][CH3:27].[Li+:49].[O:50]1[CH2:51][CH2:52][O:53][CH2:54][CH2:55]1.[O:58]=[C:59]([CH:60]=[CH:61][c:62]1[cH:63][cH:64][cH:65][cH:66][cH:67]1)[CH:68]=[CH:69][c:70]1[cH:71][cH:72][cH:73][cH:74][cH:75]1.[O:76]=[C:77]([CH:78]=[CH:79][c:80]1[cH:81][cH:82][cH:83][cH:84][cH:85]1)[CH:86]=[CH:87][c:88]1[cH:89][cH:90][cH:91][cH:92][cH:93]1.[O:94]=[C:95]([CH:96]=[CH:97][c:98]1[cH:99][cH:100][cH:101][cH:102][cH:103]1)[CH:104]=[CH:105][c:106]1[cH:107][cH:108][cH:109][cH:110][cH:111]1.[Pd:56].[Pd:57].[SnH3:28].[c:29]1([P:30]([c:31]2[cH:32][cH:33][cH:34][cH:35][cH:36]2)[c:37]2[cH:38][cH:39][cH:40][cH:41][cH:42]2)[cH:43][cH:44][cH:45][cH:46][cH:47]1>>[cH:2]1[c:3]2[c:4]([n:5]3[c:6]([NH:11][S:12](=[O:13])(=[O:14])[c:15]4[cH:16][cH:17][c:18]([CH3:19])[cH:20][cH:21]4)[n:7][cH:8][cH:9][c:10]13)[n:22][cH:23][cH:24][c:25]2[O:26][CH3:27].